Dataset: the Open Reaction Database (ORD), a public repository of structured organic reaction records. Task: describe an organic reaction: reactants, conditions, products, and yield The reactants are FC(C(CC=1C2CCC(C1)C2)(O)C(F)(F)F)(F)F (2-(1′,1′-bis(trifluoromethyl)-1′-hydroxyethyl)norbornene), C(C)(=O)Cl (acetylchloride). Solvent: C(C)N(CC)CC (triethyl amine). The product is FC(C(CC=1C2CCC(C1)C2)(OC(C)=O)C(F)(F)F)(F)F (2-(1′,1′-bis(trifluoromethyl)-1′-acetoxyethyl)norbornene). RXN SMILES: [F:1][C:2]([F:18])([F:17])[C:3]([C:13]([F:16])([F:15])[F:14])([OH:12])[CH2:4][C:5]1[CH:6]2[CH2:11][CH:9]([CH:10]=1)[CH2:8][CH2:7]2.[C:19](Cl)(=[O:21])[CH3:20]>C(N(CC)CC)C>[F:1][C:2]([F:17])([F:18])[C:3]([C:13]([F:15])([F:14])[F:16])([O:12][C:19](=[O:21])[CH3:20])[CH2:4][C:5]1[CH:6]2[CH2:11][CH:9]([CH:10]=1)[CH2:8][CH2:7]2. Procedure details: Notes: 2-(1′,1′-bis(trifluoromethyl)-1′-acetoxyethyl)norbornene was prepared from 2-(1′,1′-bis(trifluoromethyl)-1′-hydroxyethyl)norbornene (Central Glass, Japan), using a standard procedure (acetylchloride and triethyl amine). Starting materials: C(C)(C)(C)OC(=O)CCC(=O)N[C@@H](CC(OC(C)(C)C)=O)C(=O)N[C@@H](CCC(OC(C)(C)C)=O)C(=O)N[C@@H](CC1=C(C=CC=C1)C)C(=O)N[C@@H](C(C)(C)C)C(=O)N[C@@H](CC(C)C)C(=O)NC(C(C(=O)N)O)CC(F)(F)F (3(RS)-[[N-[N-[N-[N-[N-[3-(tert-butoxycarbonyl)-propionyl]-O-tert-butyl-L-α-aspartyl]-O-tert-butyl-L-α-glutamyl]-2-methyl-L-phenylalanyl]-3-methyl-L-valyl]-L-leucyl]amino]-5,5,5-trifluoro-2(RS)-hydroxyvaleramide), CC(=O)OI1(C2=CC=CC=C2C(=O)O1)(OC(=O)C)OC(=O)C (1,1,1-triacetoxy-1,1-dihydro-1,2-benziodoxol-3(1H)-one), CC(=O)OI1(C2=CC=CC=C2C(=O)O1)(OC(=O)C)OC(=O)C (1,1,1-triacetoxy-1,1-dihydro-1,2-benziodoxol-3(1H)-one). The solvent is ClCCl (dichloromethane). Reaction conditions: time 1 hour. Product: C(C)(C)(C)OC(=O)CCC(=O)N[C@@H](CC(OC(C)(C)C)=O)C(=O)N[C@@H](CCC(OC(C)(C)C)=O)C(=O)N[C@@H](CC1=C(C=CC=C1)C)C(=O)N[C@@H](C(C)(C)C)C(=O)N[C@@H](CC(C)C)C(=O)NC(C(C(=O)N)=O)CC(F)(F)F (3(RS)-[[N-[N-[N-[N-[N-[3-(tert-butoxycarbonyl)propionyl]-O-tert-butyl-L-α-aspartyl]-O-tert-butyl-L-α-glutamyl]-2-methyl-L-phenylalanyl]-3-methyl-L-valyl]-L-leucyl]amino]-5,5,5-trifluoro-2-oxovaleramide). Yield: 94.4%. As a reaction SMILES: [C:1]([O:5][C:6]([CH2:8][CH2:9][C:10]([NH:12][C@H:13]([C:22]([NH:24][C@H:25]([C:35]([NH:37][C@H:38]([C:47]([NH:49][C@H:50]([C:55]([NH:57][C@H:58]([C:63]([NH:65][CH:66]([CH2:72][C:73]([F:76])([F:75])[F:74])[CH:67]([OH:71])[C:68]([NH2:70])=[O:69])=[O:64])[CH2:59][CH:60]([CH3:62])[CH3:61])=[O:56])[C:51]([CH3:54])([CH3:53])[CH3:52])=[O:48])[CH2:39][C:40]1[CH:45]=[CH:44][CH:43]=[CH:42][C:41]=1[CH3:46])=[O:36])[CH2:26][CH2:27][C:28](=[O:34])[O:29][C:30]([CH3:33])([CH3:32])[CH3:31])=[O:23])[CH2:14][C:15](=[O:21])[O:16][C:17]([CH3:20])([CH3:19])[CH3:18])=[O:11])=[O:7])([CH3:4])([CH3:3])[CH3:2].CC(OI1(OC(C)=O)(OC(C)=O)OC(=O)C2C1=CC=CC=2)=O>ClCCl>[C:1]([O:5][C:6]([CH2:8][CH2:9][C:10]([NH:12][C@H:13]([C:22]([NH:24][C@H:25]([C:35]([NH:37][C@H:38]([C:47]([NH:49][C@H:50]([C:55]([NH:57][C@H:58]([C:63]([NH:65][CH:66]([CH2:72][C:73]([F:74])([F:75])[F:76])[C:67](=[O:71])[C:68]([NH2:70])=[O:69])=[O:64])[CH2:59][CH:60]([CH3:62])[CH3:61])=[O:56])[C:51]([CH3:52])([CH3:53])[CH3:54])=[O:48])[CH2:39][C:40]1[CH:45]=[CH:44][CH:43]=[CH:42][C:41]=1[CH3:46])=[O:36])[CH2:26][CH2:27][C:28](=[O:34])[O:29][C:30]([CH3:32])([CH3:31])[CH3:33])=[O:23])[CH2:14][C:15](=[O:21])[O:16][C:17]([CH3:18])([CH3:19])[CH3:20])=[O:11])=[O:7])([CH3:3])([CH3:4])[CH3:2]. Reported procedure: A solution of 0.7 g (0.645 mmol) of 3(RS)-[[N-[N-[N-[N-[N-[3-(tert-butoxycarbonyl)-propionyl]-O-tert-butyl-L-α-aspartyl]-O-tert-butyl-L-α-glutamyl]-2-methyl-L-phenylalanyl]-3-methyl-L-valyl]-L-leucyl]amino]-5,5,5-trifluoro-2(RS)-hydroxyvaleramide and 328 mg (0.773 mmol) of 1,1,1-triacetoxy-1,1-dihydro-1,2-benziodoxol-3(1H)-one in 20 ml of dichloromethane was stirred under a nitrogen atmosphere at room temperature for 30 minutes. A further 328 mg. (0.773 mmol) of 1,1,1-triacetoxy-1,1-dihydro-1,2-... Starting materials: C(C1=CC=CC=C1)OC(N(C1CCCCC1)C1=CC(=CC=C1)OC1=CC(=C(C=C1)N)CNCCC)=O ([3-(4-amino-3-propylaminomethyl-phenoxy)-phenyl]-cyclohexyl-carbamic acid benzyl ester), N#CBr (cyanogen bromide). Solvent: C(C)O (ethanol). The product is C(C1=CC=CC=C1)OC(N(C1CCCCC1)C1=CC(=CC=C1)OC=1C=C2CN(C(=NC2=CC1)N)CCC)=O ([3-(2-Amino-3-propyl-3,4-dihydro-quinazolin-6-yloxy)-phenyl]-cyclohexyl-carbamic acid benzyl ester). RXN SMILES: [CH2:1]([O:8][C:9](=[O:36])[N:10]([C:17]1[CH:22]=[CH:21][CH:20]=[C:19]([O:23][C:24]2[CH:29]=[CH:28][C:27]([NH2:30])=[C:26]([CH2:31][NH:32][CH2:33][CH2:34][CH3:35])[CH:25]=2)[CH:18]=1)[CH:11]1[CH2:16][CH2:15][CH2:14][CH2:13][CH2:12]1)[C:2]1[CH:7]=[CH:6][CH:5]=[CH:4][CH:3]=1.[N:37]#[C:38]Br>C(O)C>[CH2:1]([O:8][C:9](=[O:36])[N:10]([C:17]1[CH:22]=[CH:21][CH:20]=[C:19]([O:23][C:24]2[CH:25]=[C:26]3[C:27](=[CH:28][CH:29]=2)[N:30]=[C:38]([NH2:37])[N:32]([CH2:33][CH2:34][CH3:35])[CH2:31]3)[CH:18]=1)[CH:11]1[CH2:12][CH2:13][CH2:14][CH2:15][CH2:16]1)[C:2]1[CH:7]=[CH:6][CH:5]=[CH:4][CH:3]=1. Procedure: A mixture of [3-(4-amino-3-propylaminomethyl-phenoxy)-phenyl]-cyclohexyl-carbamic acid benzyl ester (0.0018 mol) and cyanogen bromide (0.00234 mol) in ethanol (60 mL) was stirred and refluxed for 3 hours and then was cooled. The ethanol solvent was evaporated. The residue was triturated under diisopropyl ether and ethanol, filtered off, and dried to yield the title compound as a solid.